Dataset: the Open Reaction Database (ORD), a public repository of structured organic reaction records. Task: describe an organic reaction: reactants, conditions, products, and yield The reactants are C(CCC)[Li] (n-butyllithium), C(C)(C)NC(C)C (diisopropylamine), O1CCCC1 (tetrahydrofuran), C(C)N(C(C1=NC=CC=C1)=O)CC (N,N-Diethylpicolinamide), O1CCCC1 (tetrahydrofuran). Reaction conditions: temperature 0 celsius, time 15 minute. Product: C(C)N(C(C1=NC=CC=C1C(C=1C=NC=CC1)=O)=O)CC (N,N-diethyl-3-picolinoylpicolinamide). RXN SMILES: C([Li])CCC.[CH:6]([NH:9][CH:10](C)C)(C)C.[CH2:13]([N:15]([CH2:24][CH3:25])[C:16](=[O:23])[C:17]1[CH:22]=[CH:21][CH:20]=[CH:19][N:18]=1)[CH3:14].[O:26]1[CH2:30][CH2:29][CH2:28][CH2:27]1>>[CH2:24]([N:15]([CH2:13][CH3:14])[C:16](=[O:23])[C:17]1[C:22]([C:30](=[O:26])[C:29]2[CH:6]=[N:9][CH:10]=[CH:27][CH:28]=2)=[CH:21][CH:20]=[CH:19][N:18]=1)[CH3:25]. Procedure: A solution of n-butyllithium (1.6M in hexane, 3.65 mL, 5.85 mmol) was added dropwise over a 5-minute period to a solution of diisopropylamine (818 μL, 5.85 mmol) in 20 mL of anhydrous tetrahydrofuran held at −78° C. and under nitrogen. The reaction was warmed to 0° C., held at that temperature for 15 min, and then cooled to −78° C. The resulting solution was added dropwise over a 10 minute period to a solution of N,N-diethylpicolinamide 14 (2.09 g, 11.7 mmol) in 20 mL of anhydrous tetrahydrofura... Starting materials: CC(Oc1cc(Oc2ccc(Br)cc2C#N)ccc1Br)C(=O)Cl, CCCCNCc1ccco1, ClCCl. Yields the product CCCCN(Cc1ccco1)C(=O)C(C)Oc1cc(Oc2ccc(Br)cc2C#N)ccc1Br. Reaction SMILES: [Br:12][c:13]1[c:14]([O:15][CH:16]([C:17](=[O:18])[Cl:19])[CH3:20])[cH:21][c:22]([O:25][c:26]2[c:27]([C:33]#[N:34])[cH:28][c:29]([Br:32])[cH:30][cH:31]2)[cH:23][cH:24]1.[CH2:1]([CH2:2][CH2:3][CH3:4])[NH:5][CH2:6][c:7]1[cH:8][cH:9][cH:10][o:11]1.[CH2:35]([Cl:36])[Cl:37]>>[CH2:1]([CH2:2][CH2:3][CH3:4])[N:5]([CH2:6][c:7]1[cH:8][cH:9][cH:10][o:11]1)[C:17]([CH:16]([O:15][c:14]1[c:13]([Br:12])[cH:24][cH:23][c:22]([O:25][c:26]2[c:27]([C:33]#[N:34])[cH:28][c:29]([Br:32])[cH:30][cH:31]2)[cH:21]1)[CH3:20])=[O:18]. Run in CN(C)C=O (DMF). The reactants are CCN(C(C)C)C(C)C (Hunig's base), BrC=1C=C(CBr)C=CC1 (3-bromobenzyl bromide), CNCCC#N (N-methyl-β-alanine nitrile). Isolated yield 116.9%. Reported procedure: Hunig's base (26.5 mL, 0.15 mol) was added to 3-bromobenzyl bromide (38 g, 0.15 mol) and N-methyl-β-alanine nitrile (14.2 mL, 0.15 mol) in dry DMF (400 mL). The solution was stirred 16 h, concentrated in vacuo to near dryness, triturated with ether/EtOAc, and filtered. [A second reaction was repeated on 12 g]. The combined filtrates were concentrated by rotory evaporation and the residue was charged (CH2Cl2) to a 65 (M) Biotage® silica gel column; Segment 1: Gradient elution from 5-15% B over 1.... Reaction conditions: time 16 hour. Yields the product BrC=1C=C(CN(CCC#N)C)C=CC1 (3-((3-bromobenzyl)(methyl)amino)-propanenitrile). As a reaction SMILES: CCN(C(C)C)C(C)C.[Br:10][C:11]1[CH:12]=[C:13]([CH:16]=[CH:17][CH:18]=1)[CH2:14]Br.[CH3:19][NH:20][CH2:21][CH2:22][C:23]#[N:24]>CN(C=O)C>[Br:10][C:11]1[CH:12]=[C:13]([CH:16]=[CH:17][CH:18]=1)[CH2:14][N:20]([CH3:19])[CH2:21][CH2:22][C:23]#[N:24]. Starting materials: [H-].[Na+] (sodium hydride), OC(C(=O)OC)C(C1=CC=CC=C1)(C1=CC=CC=C1)OC (Methyl 2-hydroxy-3-methoxy-3,3-diphenyl-propionate), ClC1=NC2=CC=CC=C2C(=C1)C (2-chloro-4-methylquinoline). Solvent: CN(C=O)C (dimethylformamide). Conditions: time 15 minute. Product: CC1=CC(=NC2=CC=CC=C12)OC(C(=O)OC)C(C1=CC=CC=C1)(C1=CC=CC=C1)OC (Methyl 2-(4-methyl-2-quinolinyloxy)-3-methoxy-3,3-diphenyl-propionate). The yield is 30.4%. RXN SMILES: [OH:1][CH:2]([C:7]([O:20][CH3:21])([C:14]1[CH:19]=[CH:18][CH:17]=[CH:16][CH:15]=1)[C:8]1[CH:13]=[CH:12][CH:11]=[CH:10][CH:9]=1)[C:3]([O:5][CH3:6])=[O:4].[H-].[Na+].Cl[C:25]1[CH:34]=[C:33]([CH3:35])[C:32]2[C:27](=[CH:28][CH:29]=[CH:30][CH:31]=2)[N:26]=1>CN(C)C=O>[CH3:35][C:33]1[C:32]2[C:27](=[CH:28][CH:29]=[CH:30][CH:31]=2)[N:26]=[C:25]([O:1][CH:2]([C:7]([O:20][CH3:21])([C:8]2[CH:13]=[CH:12][CH:11]=[CH:10][CH:9]=2)[C:14]2[CH:19]=[CH:18][CH:17]=[CH:16][CH:15]=2)[C:3]([O:5][CH3:6])=[O:4])[CH:34]=1 |f:1.2|. Procedure: 5.7 g (20 mmol) of Methyl 2-hydroxy-3-methoxy-3,3-diphenyl-propionate were dissolved in 90 ml of dimethylformamide, and 0.98 g (22 mmol) of sodium hydride (55% in oil) was added. After stirring for 15 minutes, 3.9 g (22 mmol) of 2-chloro-4-methylquinoline were added. The dark red solution was stirred at room temperature overnight, then cautiously hydrolyzed with 20 ml of water and subsequently extracted with ethyl acetate. The organic phase was washed with water, and dried over magnesium sulfate... Reactants: FC=1C=C(C=C(C1NS(=O)(=O)C)F)C(C)NC(=O)C=1N=C(OC1)Cl (2-Chloro-oxazole-4-carboxylic acid [1-(3,5-difluoro-4-methanesulfonylamino-phenyl)-ethyl]-amide), FC(C=1C=C(C=CC1)O)(F)F (3-trifluoromethyl phenol). The product is FC=1C=C(C=C(C1NS(=O)(=O)C)F)C(C)NC(=O)C=1N=C(OC1)OC1=CC(=CC=C1)C(F)(F)F (2-(3-Trifluoromethyl-phenoxy)-oxazole-4-carboxylic acid [1-(3,5-difluoro-4-methanesulfonylamino-phenyl)-ethyl]-amide). Yield: 75.5%. As a reaction SMILES: [F:1][C:2]1[CH:3]=[C:4]([CH:14]([NH:16][C:17]([C:19]2[N:20]=[C:21](Cl)[O:22][CH:23]=2)=[O:18])[CH3:15])[CH:5]=[C:6]([F:13])[C:7]=1[NH:8][S:9]([CH3:12])(=[O:11])=[O:10].[F:25][C:26]([F:35])([F:34])[C:27]1[CH:28]=[C:29]([OH:33])[CH:30]=[CH:31][CH:32]=1>>[F:1][C:2]1[CH:3]=[C:4]([CH:14]([NH:16][C:17]([C:19]2[N:20]=[C:21]([O:33][C:29]3[CH:30]=[CH:31][CH:32]=[C:27]([C:26]([F:25])([F:34])[F:35])[CH:28]=3)[O:22][CH:23]=2)=[O:18])[CH3:15])[CH:5]=[C:6]([F:13])[C:7]=1[NH:8][S:9]([CH3:12])(=[O:11])=[O:10]. Procedure details: 2-Chloro-oxazole-4-carboxylic acid [1-(3,5-difluoro-4-methanesulfonylamino-phenyl)-ethyl]-amide (40 mg, 0.11 mmol) was reacted with 3-trifluoromethyl phenol (20 mg, 0.12 mmol) to give the title compound (42 mg, 82%) after purification by column chromatography (gradient 12% to 100% EtOAc in n-hexane). Reactants: ClCCCCBr, O=C([O-])[O-], Cc1ccccc1, CCOC(C)=O, [Cs+], [Cs+], COC(=O)c1ccc(CCC(C=Cc2ccccc2O)Cc2ccc(C(=O)OC)cc2)cc1. The product is COC(=O)c1ccc(CCC(C=Cc2ccccc2OCCCCCl)Cc2ccc(C(=O)OC)cc2)cc1. RXN SMILES: [Br:1][CH2:2][CH2:3][CH2:4][CH2:5][Cl:6].[C:7](=[O:8])([O-:9])[O-:10].[CH3:46][c:47]1[cH:48][cH:49][cH:50][cH:51][cH:52]1.[CH3:53][CH2:54][O:55][C:56](=[O:57])[CH3:58].[Cs+:11].[Cs+:12].[OH:13][c:14]1[c:15]([CH:20]=[CH:21][CH:22]([CH2:23][CH2:24][c:25]2[cH:26][cH:27][c:28]([C:29](=[O:30])[O:31][CH3:32])[cH:33][cH:34]2)[CH2:35][c:36]2[cH:37][cH:38][c:39]([C:42](=[O:43])[O:44][CH3:45])[cH:40][cH:41]2)[cH:16][cH:17][cH:18][cH:19]1>>[CH2:2]([CH2:3][CH2:4][CH2:5][Cl:6])[O:13][c:14]1[c:15]([CH:20]=[CH:21][CH:22]([CH2:23][CH2:24][c:25]2[cH:26][cH:27][c:28]([C:29](=[O:30])[O:31][CH3:32])[cH:33][cH:34]2)[CH2:35][c:36]2[cH:37][cH:38][c:39]([C:42](=[O:43])[O:44][CH3:45])[cH:40][cH:41]2)[cH:16][cH:17][cH:18][cH:19]1.